Dataset: the Open Reaction Database (ORD), a public repository of structured organic reaction records. Task: describe an organic reaction: reactants, conditions, products, and yield Starting materials: [BH4-], [BH4-], CO, CN(C)C=O, COC(=O)c1ccc(N=CC=Cc2ccccc2)cn1, CC(=O)O, Cl, [Na+], O. Yields the product COC(=O)c1ccc(NCC=Cc2ccccc2)cn1. Reaction SMILES: [BH4-:1].[BH4-:22].[CH3:25][OH:26].[CH3:27][N:28]([CH3:29])[CH:30]=[O:31].[CH3:2][O:3][C:4](=[O:5])[c:6]1[n:7][cH:8][c:9]([N:12]=[CH:13][CH:14]=[CH:15][c:16]2[cH:17][cH:18][cH:19][cH:20][cH:21]2)[cH:10][cH:11]1.[CH3:33][C:34](=[O:35])[OH:36].[ClH:24].[Na+:23].[OH2:32]>>[CH3:2][O:3][C:4](=[O:5])[c:6]1[n:7][cH:8][c:9]([NH:12][CH2:13][CH:14]=[CH:15][c:16]2[cH:17][cH:18][cH:19][cH:20][cH:21]2)[cH:10][cH:11]1. Starting materials: FC1=CC=C(C=C1)C1=CC(=NC=2N1N=C(C2I)C)N2[C@@H](CCC2)CO ((S)-(1-(7-(4-Fluorophenyl)-3-iodo-2-methylpyrazolo[1,5-a]pyrimidin-5-yl)pyrrolidin-2-yl)methanol), COC1=CC=C(C=C1)B(O)O (4-methoxyphenylboronic acid), C1(=CC=CC=C1)C (toluene), C(=O)(O)[O-].[Na+] (NaHCO3). Reagents/catalysts: C=1C=CC(=CC1)[P](C=2C=CC=CC2)(C=3C=CC=CC3)[Pd]([P](C=4C=CC=CC4)(C=5C=CC=CC5)C=6C=CC=CC6)([P](C=7C=CC=CC7)(C=8C=CC=CC8)C=9C=CC=CC9)[P](C=1C=CC=CC1)(C=1C=CC=CC1)C=1C=CC=CC1 (tetrakis(triphenylphosphine)palladium). Run in C(C)O (ethanol). Run at temperature 90 celsius, time 8 hour. Yields the product COC1=CC=C(C=C1)C=1C(=NN2C1N=C(C=C2C2=CC=C(C=C2)F)N2[C@@H](CCC2)CO)C ((S)-(1-(3-(4-methoxyphenyl)-7-(4-fluorophenyl)-2-methylpyrazolo[1,5-a]pyrimidin-5-yl)pyrrolidin-2-yl)methanol). Isolated yield 50.4%. Reaction SMILES: [F:1][C:2]1[CH:7]=[CH:6][C:5]([C:8]2[N:13]3[N:14]=[C:15]([CH3:18])[C:16](I)=[C:12]3[N:11]=[C:10]([N:19]3[CH2:23][CH2:22][CH2:21][C@H:20]3[CH2:24][OH:25])[CH:9]=2)=[CH:4][CH:3]=1.[CH3:26][O:27][C:28]1[CH:33]=[CH:32][C:31](B(O)O)=[CH:30][CH:29]=1.C1(C)C=CC=CC=1.C([O-])(O)=O.[Na+]>C1C=CC([P]([Pd]([P](C2C=CC=CC=2)(C2C=CC=CC=2)C2C=CC=CC=2)([P](C2C=CC=CC=2)(C2C=CC=CC=2)C2C=CC=CC=2)[P](C2C=CC=CC=2)(C2C=CC=CC=2)C2C=CC=CC=2)(C2C=CC=CC=2)C2C=CC=CC=2)=CC=1.C(O)C>[CH3:26][O:27][C:28]1[CH:33]=[CH:32][C:31]([C:16]2[C:15]([CH3:18])=[N:14][N:13]3[C:8]([C:5]4[CH:6]=[CH:7][C:2]([F:1])=[CH:3][CH:4]=4)=[CH:9][C:10]([N:19]4[CH2:23][CH2:22][CH2:21][C@H:20]4[CH2:24][OH:25])=[N:11][C:12]=23)=[CH:30][CH:29]=1 |f:3.4,^1:52,54,73,92|. Procedure: (S)-(1-(7-(4-Fluorophenyl)-3-iodo-2-methylpyrazolo[1,5-a]pyrimidin-5-yl)pyrrolidin-2-yl)methanol (56 mg), 4-methoxyphenylboronic acid (30 mg) and tetrakis(triphenylphosphine)palladium (10 mg) are added to toluene (10 mL), ethanol (5 mL) and 1 N NaHCO3 aqueous solution (1.5 mL) and stirred overnight at 90° C. under argon atmosphere. After cooling to room temperature, the reaction solvent is removed by distillation under reduced pressure. The remainder is extracted with ethyl acetate and water. Th... Product: CCOc1cc2c(cc1C(CC)=C(F)C=CC(C)=CC(=O)O)C(CC)=CCC2(C)C. As a reaction SMILES: [CH2:1]([CH3:2])[O:3][c:4]1[c:5]([C:18](=[C:19]([CH:20]=[CH:21][C:22](=[CH:23][C:24](=[O:25])[O:26][CH2:27][CH3:28])[CH3:29])[F:30])[CH2:31][CH3:32])[cH:6][c:7]2[c:12]([cH:13]1)[C:11]([CH3:14])([CH3:15])[CH2:10][CH:9]=[C:8]2[CH2:16][CH3:17].[CH3:35][CH2:36][OH:37].[Na+:34].[OH-:33]>>[CH2:1]([CH3:2])[O:3][c:4]1[c:5]([C:18](=[C:19]([CH:20]=[CH:21][C:22](=[CH:23][C:24](=[O:25])[OH:26])[CH3:29])[F:30])[CH2:31][CH3:32])[cH:6][c:7]2[c:12]([cH:13]1)[C:11]([CH3:14])([CH3:15])[CH2:10][CH:9]=[C:8]2[CH2:16][CH3:17]. Reactants: CCOC(=O)C=C(C)C=CC(F)=C(CC)c1cc2c(cc1OCC)C(C)(C)CC=C2CC, CCO, [Na+], [OH-].